This data is from the Open Reaction Database (ORD), a public repository of structured organic reaction records. The task is: describe an organic reaction: reactants, conditions, products, and yield Starting materials: CC(=CCNC(=O)N1C(SCC1=O)=O)C (3-(3-methyl-but-2-en-1-yl)aminocarbonyl-2,4-thiazolidinedione), C1CCOC1 (THF), C1CCOC1 (THF), [H-].[Na+] (sodium hydride), C(C)(C)(C)OC(=O)N1C=C(C2=CC=CC=C12)C(CN=C=O)=O (2-(1-tert-butoxycarbonyl-indol-3-yl)-2-oxo-ethylisocyanate). Product: CC(=CCNC(=O)N1C(SC(=C1)OC(NCC(=O)C1=CNC2=CC=CC=C12)=O)=O)C ([2-(1H-Indol-3-yl)-2-oxo-ethyl]-carbamic Acid 3-(3-methyl-but-2-enylcarbamoyl)-2-oxo-2,3-dihydro-thiazol-5-yl Ester). Reaction SMILES: [CH3:1][C:2]([CH3:15])=[CH:3][CH2:4][NH:5][C:6]([N:8]1[C:12](=O)[CH2:11][S:10][C:9]1=[O:14])=[O:7].[H-].[Na+].C(OC([N:25]1[C:33]2[C:28](=[CH:29][CH:30]=[CH:31][CH:32]=2)[C:27]([C:34](=[O:39])[CH2:35][N:36]=[C:37]=[O:38])=[CH:26]1)=O)(C)(C)C.C1C[O:43]CC1>>[CH3:1][C:2]([CH3:15])=[CH:3][CH2:4][NH:5][C:6]([N:8]1[CH:12]=[C:11]([O:43][C:37](=[O:38])[NH:36][CH2:35][C:34]([C:27]2[C:28]3[C:33](=[CH:32][CH:31]=[CH:30][CH:29]=3)[NH:25][CH:26]=2)=[O:39])[S:10][C:9]1=[O:14])=[O:7] |f:1.2|. Procedure details: To a stirred solution of 3-(3-methyl-but-2-en-1-yl)aminocarbonyl-2,4-thiazolidinedione (0.01 mol), which may be prepared as described in Step (a) above, in a solvent such as, for example, THF is added 1 mol equivalent of a non-nucleophilic base such as described in Step (f) above, preferably sodium hydride, and the mixture is stirred for from 1 minute to about 1 hour. To the mixture is added a solution of 2-(1-tert-butoxycarbonyl-indol-3-yl)-2-oxo-ethylisocyanate (0.01 mol), which may be prepare... Reactants: BrC=1C=C2C(=NC1)N(C=C2C=2C=NN(C2)CC2=C(C=CC=C2)F)S(=O)(=O)C2=CC=C(C)C=C2 (5-Bromo-3-(1-(2-fluorobenzyl)-1H-pyrazol-4-yl)-1-tosyl-1H-pyrrolo[2,3-b]pyridine), CC1(OB(OC1(C)C)C=1C=C(C=CC1)NS(=O)(=O)C)C (N-(3-(4,4,5,5-tetramethyl-1,3,2-dioxaborolan-2-yl)phenyl)methanesulfonamide), CC1(OB(OC1(C)C)C=1C=C(C=CC1)NS(=O)(=O)C)C (N-(3-(4,4,5,5-tetramethyl-1,3,2-dioxaborolan-2-yl)phenyl)methanesulfonamide), C1(=CC=CC=C1)C.C(C)O.O (toluene ethanol water), C([O-])([O-])=O.[K+].[K+] (potassium carbonate). Reagents/catalysts: C=1C=CC(=CC1)[P](C=2C=CC=CC2)(C=3C=CC=CC3)[Pd]([P](C=4C=CC=CC4)(C=5C=CC=CC5)C=6C=CC=CC6)([P](C=7C=CC=CC7)(C=8C=CC=CC8)C=9C=CC=CC9)[P](C=1C=CC=CC1)(C=1C=CC=CC1)C=1C=CC=CC1 (Pd(PPh3)4). Run in C(C)(=O)OCC (ethyl acetate), C(C)(=O)OCC (ethyl acetate), CCCCCC (hexane). Run at temperature 80 celsius. The product is FC1=C(CN2N=CC(=C2)C2=CN(C3=NC=C(C=C32)C=3C=C(C=CC3)NS(=O)(=O)C)S(=O)(=O)C3=CC=C(C)C=C3)C=CC=C1 (N-(3-(3-(1-(2-fluorobenzyl)-1H-pyrazol-4-yl)-1-tosyl-1H-pyrrolo[2,3-b]pyridin-5-yl)phenyl) methanesulfonamide). Isolated yield 124.7%. As a reaction SMILES: Br[C:2]1[CH:3]=[C:4]2[C:10]([C:11]3[CH:12]=[N:13][N:14]([CH2:16][C:17]4[CH:22]=[CH:21][CH:20]=[CH:19][C:18]=4[F:23])[CH:15]=3)=[CH:9][N:8]([S:24]([C:27]3[CH:33]=[CH:32][C:30]([CH3:31])=[CH:29][CH:28]=3)(=[O:26])=[O:25])[C:5]2=[N:6][CH:7]=1.CC1(C)C(C)(C)OB([C:42]2[CH:43]=[C:44]([NH:48][S:49]([CH3:52])(=[O:51])=[O:50])[CH:45]=[CH:46][CH:47]=2)O1.C1(C)C=CC=CC=1.C(O)C.O.C(=O)([O-])[O-].[K+].[K+]>CCCCCC.C(OCC)(=O)C.C1C=CC([P]([Pd]([P](C2C=CC=CC=2)(C2C=CC=CC=2)C2C=CC=CC=2)([P](C2C=CC=CC=2)(C2C=CC=CC=2)C2C=CC=CC=2)[P](C2C=CC=CC=2)(C2C=CC=CC=2)C2C=CC=CC=2)(C2C=CC=CC=2)C2C=CC=CC=2)=CC=1>[F:23][C:18]1[CH:19]=[CH:20][CH:21]=[CH:22][C:17]=1[CH2:16][N:14]1[CH:15]=[C:11]([C:10]2[C:4]3[C:5](=[N:6][CH:7]=[C:2]([C:42]4[CH:43]=[C:44]([NH:48][S:49]([CH3:52])(=[O:50])=[O:51])[CH:45]=[CH:46][CH:47]=4)[CH:3]=3)[N:8]([S:24]([C:27]3[CH:33]=[CH:32][C:30]([CH3:31])=[CH:29][CH:28]=3)(=[O:26])=[O:25])[CH:9]=2)[CH:12]=[N:13]1 |f:2.3.4,5.6.7,^1:86,88,107,126|. Procedure details: 5-Bromo-3-(1-(2-fluorobenzyl)-1H-pyrazol-4-yl)-1-tosyl-1H-pyrrolo[2,3-b]pyridine (140 mg, 0.267 mmol) and N-(3-(4,4,5,5-tetramethyl-1,3,2-dioxaborolan-2-yl)phenyl) methane sulfonamide (Intermediate 3) (95 mg, 0.32 mmol) were added to a solution of toluene/ethanol/water (5/5/2.5 ml) previously purged with argon (10 min). The reaction mixture was purged with argon for a further 15 mins, followed by the addition of potassium carbonate (74 mg, 0.534 mmol) and Pd(PPh3)4 (15 mg, 0.0133 mmol). The resu... Reactants: BrC1=C(C=C(C=C1)Br)SCCCCOC=1C=C2C=CC(NC2=CC1)=O (6-[4-(2,5-dibromophenyl-mercapto)-butoxy]-carbostyril), OO (hydrogen peroxide). Product: BrC1=C(C=C(C=C1)Br)S(=O)CCCCOC=1C=C2C=CC(NC2=CC1)=O (6-[4-(2,5-Dibromophenyl-sulfinyl)-butoxy]-carbostyril). As a reaction SMILES: [Br:1][C:2]1[CH:7]=[CH:6][C:5]([Br:8])=[CH:4][C:3]=1[S:9][CH2:10][CH2:11][CH2:12][CH2:13][O:14][C:15]1[CH:16]=[C:17]2[C:22](=[CH:23][CH:24]=1)[NH:21][C:20](=[O:25])[CH:19]=[CH:18]2.[OH:26]O>>[Br:1][C:2]1[CH:7]=[CH:6][C:5]([Br:8])=[CH:4][C:3]=1[S:9]([CH2:10][CH2:11][CH2:12][CH2:13][O:14][C:15]1[CH:16]=[C:17]2[C:22](=[CH:23][CH:24]=1)[NH:21][C:20](=[O:25])[CH:19]=[CH:18]2)=[O:26]. Procedure: Prepared analogous to Example 123 from 6-[4-(2,5-dibromophenyl-mercapto)-butoxy]-carbostyril and hydrogen peroxide. The reactants are C1(=CC=C(C=C1)S(=O)(=O)O)C (p-toluene sulphonic acid), COC(=O)C=1C=C(C2=C(S(CC3=C(O2)C(=CC(=C3)N(CCO)CCO)Cl)(=O)=O)C1)C (2-[Bis-(2-hydroxy-ethyl)-amino]-4-chloro-6-methyl-10,10-dioxo-10,11-dihydro-5-oxa-10lambda*6*-thia-dibenzo[a,d]cycloheptene-8-carboxylic acid methyl ester), C([O-])(O)=O (bicarbonate). Solvent: O (water), C=1(C(=CC=CC1)C)C (xylene). Product: COC(=O)C=1C=C(C2=C(S(CC3=C(O2)C(=CC(=C3)N3CCOCC3)Cl)(=O)=O)C1)C (4-Chloro-6-methyl-2-morpholin-4-yl-10,10-dioxo-10,11-dihydro-5-oxa-10lambda*6*-thia-dibenzo[a,d]cycloheptene-8-carboxylic acid methyl ester). RXN SMILES: C1(C)C=CC(S(O)(=O)=O)=CC=1.[CH3:12][O:13][C:14]([C:16]1[CH:17]=[C:18]([CH3:41])[C:19]2[O:25][C:24]3[C:26]([Cl:37])=[CH:27][C:28]([N:30]([CH2:34][CH2:35][OH:36])[CH2:31][CH2:32]O)=[CH:29][C:23]=3[CH2:22][S:21](=[O:39])(=[O:38])[C:20]=2[CH:40]=1)=[O:15].C(=O)(O)[O-]>C1(C)C(C)=CC=CC=1.O>[CH3:12][O:13][C:14]([C:16]1[CH:17]=[C:18]([CH3:41])[C:19]2[O:25][C:24]3[C:26]([Cl:37])=[CH:27][C:28]([N:30]4[CH2:31][CH2:32][O:36][CH2:35][CH2:34]4)=[CH:29][C:23]=3[CH2:22][S:21](=[O:38])(=[O:39])[C:20]=2[CH:40]=1)=[O:15]. Procedure details: Catalytic amount of p-toluene sulphonic acid (PTSA) was added to a stirred solution of compound of Example 13 (1 g, 2.19 mmol) in xylene (50 mL). Reaction mixture was refluxed in Dean-Stark apparatus for 6 h and xylene was removed by distillation. Reaction mixture was diluted with 50 mL water, neutralized using 10% sodim bicarbonate solution and extracted using ethyl acetate (3×50 mL), washed with brine (2×10 mL), dried on sodium sulphate. The crude product obtained was purified by column chroma... The product is COC(=O)c1ccc(C(CC(C)C)Oc2ccc(-c3ccc(C(C)(C)C)cc3)cc2)cc1. Reaction SMILES: [C:48]([CH3:49])([CH3:50])([CH3:51])[c:52]1[cH:53][cH:54][c:55](-[c:58]2[cH:59][cH:60][c:61]([OH:64])[cH:62][cH:63]2)[cH:56][cH:57]1.[CH2:35]([P:36]([CH2:37][CH2:38][CH2:39][CH3:40])[CH2:41][CH2:42][CH2:43][CH3:44])[CH2:45][CH2:46][CH3:47].[CH3:1][O:2][C:3]([c:4]1[cH:5][cH:6][c:7]([CH:10]([CH2:11][CH:12]([CH3:13])[CH3:14])[OH:15])[cH:8][cH:9]1)=[O:16].[CH3:65][c:66]1[cH:67][cH:68][cH:69][cH:70][cH:71]1.[N:17]([C:18]([N:19]1[CH2:20][CH2:21][CH2:22][CH2:23][CH2:24]1)=[O:25])=[N:26][C:27]([N:28]1[CH2:29][CH2:30][CH2:31][CH2:32][CH2:33]1)=[O:34]>>[CH3:1][O:2][C:3]([c:4]1[cH:5][cH:6][c:7]([CH:10]([CH2:11][CH:12]([CH3:13])[CH3:14])[O:15][c:61]2[cH:60][cH:59][c:58](-[c:55]3[cH:54][cH:53][c:52]([C:48]([CH3:49])([CH3:50])[CH3:51])[cH:57][cH:56]3)[cH:63][cH:62]2)[cH:8][cH:9]1)=[O:16]. Reactants: CC(C)(C)c1ccc(-c2ccc(O)cc2)cc1, CCCCP(CCCC)CCCC, COC(=O)c1ccc(C(O)CC(C)C)cc1, Cc1ccccc1, O=C(N=NC(=O)N1CCCCC1)N1CCCCC1. Reactants: [Al+3], C1CCOC1, O=C(c1cc2ccccc2[nH]1)N1CCN(Cc2ccccc2)CC1, Cl, [H-], [H-], [H-], [H-], [Li+], [Na+], [OH-], O. Yields the product c1ccc(CN2CCN(Cc3cc4ccccc4[nH]3)CC2)cc1. RXN SMILES: [Al+3:2].[CH2:35]1[O:36][CH2:37][CH2:38][CH2:39]1.[CH2:8]([c:9]1[cH:10][cH:11][cH:12][cH:13][cH:14]1)[N:15]1[CH2:16][CH2:17][N:18]([C:21](=[O:22])[c:23]2[nH:24][c:25]3[cH:26][cH:27][cH:28][cH:29][c:30]3[cH:31]2)[CH2:19][CH2:20]1.[ClH:7].[H-:1].[H-:4].[H-:5].[H-:6].[Li+:3].[Na+:34].[OH-:33].[OH2:32]>>[CH2:8]([c:9]1[cH:10][cH:11][cH:12][cH:13][cH:14]1)[N:15]1[CH2:16][CH2:17][N:18]([CH2:21][c:23]2[nH:24][c:25]3[cH:26][cH:27][cH:28][cH:29][c:30]3[cH:31]2)[CH2:19][CH2:20]1. Reactants: CC(=O)OCCCCOc1cccc2c1OC(C)(C)C2, CO, Cl, O. Yields the product CC1(C)Cc2cccc(OCCCCO)c2O1. As a reaction SMILES: [C:1](=[O:2])([CH3:3])[O:4][CH2:5][CH2:6][CH2:7][CH2:8][O:9][c:10]1[cH:11][cH:12][cH:13][c:14]2[c:15]1[O:16][C:17]([CH3:19])([CH3:20])[CH2:18]2.[CH3:23][OH:24].[ClH:22].[OH2:21]>>[OH:4][CH2:5][CH2:6][CH2:7][CH2:8][O:9][c:10]1[cH:11][cH:12][cH:13][c:14]2[c:15]1[O:16][C:17]([CH3:19])([CH3:20])[CH2:18]2. Solvent: O (water), C1(=CC=CC=C1)C (toluene), C(C)O (ethanol), [OH-].[Na+] (sodium hydroxide). As a reaction SMILES: Br[C:2]1[C:7]([OH:8])=[CH:6][CH:5]=[CH:4][N:3]=1.[C:9]1(B(O)O)[CH:14]=[CH:13][CH:12]=[CH:11][CH:10]=1.Cl>C1(C)C=CC=CC=1.C(O)C.[OH-].[Na+].O>[OH:8][C:7]1[C:2]([C:9]2[CH:14]=[CH:13][CH:12]=[CH:11][CH:10]=2)=[N:3][CH:4]=[CH:5][CH:6]=1 |f:5.6|. The yield is 45.4%. Starting materials: Cl (HCl), BrC1=NC=CC=C1O (2-bromo-3-hydroxypyridine), C1(=CC=CC=C1)B(O)O (phenylboronic acid), palladium (tetrakis)triphenylphosphine. Procedure: A mixture of 2-bromo-3-hydroxypyridine (2.20 g, 12.6 mmol), phenylboronic acid (2.00 g, 16.3 mmol) and palladium (tetrakis)triphenylphosphine (250 mg) in toluene (30 mL), ethanol (15 mL) and 5% aqueous sodium hydroxide (15 mL) was degassed with a stream of nitrogen and stirred vigorously at 100° C. overnight. The mixture was diluted with water (50 mL) and ethyl acetate (100 mL), and the organic layer was dried over sodium sulfate and concentrated, affording a yellow solid. This material was susp... The product is OC=1C(=NC=CC1)C1=CC=CC=C1 (3-hydroxy-2-phenylpyridine). Conditions: temperature 100 celsius, time 8 hour. Reaction SMILES: [C:1]([NH2:2])([O:3][CH2:4][CH:5]1[c:6]2[c:7]([OH:22])[cH:8][c:9]([CH:20]=[O:21])[cH:10][c:11]2[N:12]2[CH2:13][CH:14]3[NH:15][CH:16]3[C:17]1([OH:19])[O:18]2)=[O:23].[C:27](=[O:28])([OH:29])[O-:30].[CH3:32][OH:33].[ClH:24].[NH2:25][OH:26].[Na+:31]>>[C:1]([NH2:2])([O:3][CH2:4][CH:5]1[c:6]2[c:7]([OH:22])[cH:8][c:9]([CH:20]=[N:25][OH:26])[cH:10][c:11]2[N:12]2[CH2:13][CH:14]3[NH:15][CH:16]3[C:17]1([OH:19])[O:18]2)=[O:23]. The reactants are NC(=O)OCC1c2c(O)cc(C=O)cc2N2CC3NC3C1(O)O2, O=C([O-])O, CO, Cl, NO, [Na+]. Yields the product NC(=O)OCC1c2c(O)cc(C=NO)cc2N2CC3NC3C1(O)O2.